From a dataset of the Open Reaction Database (ORD), a public repository of structured organic reaction records. describe an organic reaction: reactants, conditions, products, and yield The reactants are OC=1[C@H](OC(C1O)=O)[C@H](CO)O (Vitamin C), P(=O)(O)(O)[O-].[Na+] (sodium dihydrogen phosphate), C([C@@H](O)[C@@H](O)[C@H](O)[C@H](O)CO)O (mannitol), CC(=O)C.[C@@H]1([C@H](O)[C@H](OP(=O)(O)O)[C@@H](COP(=O)(O)OP(=O)(O)OCC(C)(C)[C@@H](O)C(=O)NCCC(=O)NCCS)O1)N1C=NC=2C(N)=NC=NC12 (CoA acetone). Solvent: O (water). Product: CC(C)(COP(=O)(O)OP(=O)(O)OC[C@@H]1[C@H]([C@H]([C@@H](O1)N2C=NC3=C2N=CN=C3N)O)OP(=O)(O)O)[C@H](C(=O)NCCC(=O)NCCS)O (CoA). Reaction SMILES: CC(C)=O.[C@@H:5]1([N:43]2[C:52]3[N:51]=[CH:50][N:49]=[C:47]([NH2:48])[C:46]=3[N:45]=[CH:44]2)[O:42][C@H:14]([CH2:15][O:16][P:17]([O:20][P:21]([O:24][CH2:25][C:26]([C@H:29]([C:31]([NH:33][CH2:34][CH2:35][C:36]([NH:38][CH2:39][CH2:40][SH:41])=[O:37])=[O:32])[OH:30])([CH3:28])[CH3:27])([OH:23])=[O:22])([OH:19])=[O:18])[C@@H:8]([O:9][P:10]([OH:13])([OH:12])=[O:11])[C@H:6]1[OH:7].OC1[C@@H]([C@@H](O)CO)OC(=O)C=1O.P([O-])(O)(O)=O.[Na+].C(O)[C@H]([C@H]([C@@H]([C@@H](CO)O)O)O)O>O>[CH3:28][C:26]([C@@H:29]([OH:30])[C:31]([NH:33][CH2:34][CH2:35][C:36]([NH:38][CH2:39][CH2:40][SH:41])=[O:37])=[O:32])([CH2:25][O:24][P:21]([O:20][P:17]([O:16][CH2:15][C@H:14]1[O:42][C@@H:5]([N:43]2[C:52]3[N:51]=[CH:50][N:49]=[C:47]([NH2:48])[C:46]=3[N:45]=[CH:44]2)[C@H:6]([OH:7])[C@@H:8]1[O:9][P:10]([OH:13])([OH:12])=[O:11])([OH:19])=[O:18])([OH:23])=[O:22])[CH3:27] |f:0.1,3.4|. Reported procedure: 750 ml salt-free water were added to 500,000 units of CoA acetone powder, then 25 g Vitamin C, 25 g sodium dihydrogen phosphate and 25 g mannitol were added in turn, the mixture was stirred to dissolve and lyophilized. Reactants: COC=1C=C2C(C(NC2=CC1OC)=O)=CO (5,6-Dimethoxy-3-hydroxymethylene oxindole), COC=1C=C(C=CC1OC)CCN (2(3,4-dimethoxyphenyl)ethylamine), C(C)(=O)O (acetic acid). The solvent is C1=CC=CC=C1 (benzene). The product is COC=1C=C2C(C(NC2=CC1OC)=O)=CNCCC1=CC(=C(C=C1)OC)OC (5,6-Dimethoxy-3[2(3,4-dimethoxyphenyl)ethylamino methylene]oxindole). Reaction SMILES: [CH3:1][O:2][C:3]1[CH:4]=[C:5]2[C:9](=[CH:10][C:11]=1[O:12][CH3:13])[NH:8][C:7](=[O:14])[C:6]2=[CH:15]O.[CH3:17][O:18][C:19]1[CH:20]=[C:21]([CH2:27][CH2:28][NH2:29])[CH:22]=[CH:23][C:24]=1[O:25][CH3:26].C(O)(=O)C>C1C=CC=CC=1>[CH3:1][O:2][C:3]1[CH:4]=[C:5]2[C:9](=[CH:10][C:11]=1[O:12][CH3:13])[NH:8][C:7](=[O:14])[C:6]2=[CH:15][NH:29][CH2:28][CH2:27][C:21]1[CH:22]=[CH:23][C:24]([O:25][CH3:26])=[C:19]([O:18][CH3:17])[CH:20]=1. Procedure details: 5.00 g. of 5,6-Dimethoxy-3-hydroxymethylene oxindole, 6.00 g. of 2(3,4-dimethoxyphenyl)ethylamine and 2.20 acetic acid in 40 ml. benzene was reacted as described in Example 5 to give 6.30 g. product, m.p. 164°-166° C. The reactants are O=C(CCC1CCN(CC1)C[C@H]1CN(C[C@@H]1C1=CC=CC=C1)[C@@H](C(=O)OCC1=CC=C(C=C1)OC)C1CCCCC1)C1=CC=CC=C1 (2-(R)-(3-(S)-(4-(3-Oxo-3-phenylpropyl)piperidin-1-yl)methyl-4-(S)-phenylpyrrolidin-1-yl)-2-(cyclohexyl)acetic acid, 4-(methoxy)benzyl ester). Solvent: C(=O)O (formic acid). Run at time 2 hour. Yields the product O=C(CCC1CCN(CC1)C[C@H]1CN(C[C@@H]1C1=CC=CC=C1)[C@@H](C(=O)O)C1CCCCC1)C1=CC=CC=C1 (2-(R)-(3-(S)-(4-(3-Oxo-3-phenylpropyl)piperidin-1-yl)methyl-4-(S)phenylpyrrolidin-1-yl)-2-(cyclohexyl)acetic acid). The yield is 71.5%. As a reaction SMILES: [O:1]=[C:2]([C:42]1[CH:47]=[CH:46][CH:45]=[CH:44][CH:43]=1)[CH2:3][CH2:4][CH:5]1[CH2:10][CH2:9][N:8]([CH2:11][C@@H:12]2[C@@H:16]([C:17]3[CH:22]=[CH:21][CH:20]=[CH:19][CH:18]=3)[CH2:15][N:14]([C@H:23]([CH:36]3[CH2:41][CH2:40][CH2:39][CH2:38][CH2:37]3)[C:24]([O:26]CC3C=CC(OC)=CC=3)=[O:25])[CH2:13]2)[CH2:7][CH2:6]1>C(O)=O>[O:1]=[C:2]([C:42]1[CH:47]=[CH:46][CH:45]=[CH:44][CH:43]=1)[CH2:3][CH2:4][CH:5]1[CH2:10][CH2:9][N:8]([CH2:11][C@@H:12]2[C@@H:16]([C:17]3[CH:18]=[CH:19][CH:20]=[CH:21][CH:22]=3)[CH2:15][N:14]([C@H:23]([CH:36]3[CH2:41][CH2:40][CH2:39][CH2:38][CH2:37]3)[C:24]([OH:26])=[O:25])[CH2:13]2)[CH2:7][CH2:6]1. Procedure details: A solution of 2-(R)-(3-(S)-(4-(3-oxo-3-phenylpropyl)piperidin-1-yl)methyl-4-(S)-phenylpyrrolidin-1-yl)-2-(cyclohexyl)acetic acid 4-(methoxy)benzyl ester (29 mg, 0.046 mmol, from Step E) in 96% formic acid (2.0 mL) was stirred at rt. After 2 h, the formic acid was evaporated at reduced pressure. Toluene was added and evaporated, and this was repeated with two additional portions of toluene. The crude product was purified by flash column chromatography on silica gel packed in CH2Cl2. Elution with ...